This data is from the Open Reaction Database (ORD), a public repository of structured organic reaction records. The task is: describe an organic reaction: reactants, conditions, products, and yield Starting materials: [BH4-], C[O-], CCO, CO, CCOC(C)=O, Cl, Cl, [Na+], [Na+], [Na+], [OH-], O, O=C(c1ccccc1)C1CCN(CCCc2ccccc2)CC1. Yields the product OC(c1ccccc1)C1CCN(CCCc2ccccc2)CC1. Reaction SMILES: [BH4-:28].[CH3:25][O-:26].[CH3:33][CH2:34][OH:35].[CH3:36][OH:37].[CH3:38][CH2:39][O:40][C:41]([CH3:42])=[O:43].[ClH:1].[ClH:30].[Na+:27].[Na+:29].[Na+:32].[OH-:31].[OH2:44].[c:2]1([C:8](=[O:9])[CH:10]2[CH2:11][CH2:12][N:13]([CH2:16][CH2:17][CH2:18][c:19]3[cH:20][cH:21][cH:22][cH:23][cH:24]3)[CH2:14][CH2:15]2)[cH:3][cH:4][cH:5][cH:6][cH:7]1>>[c:2]1([CH:8]([OH:9])[CH:10]2[CH2:11][CH2:12][N:13]([CH2:16][CH2:17][CH2:18][c:19]3[cH:20][cH:21][cH:22][cH:23][cH:24]3)[CH2:14][CH2:15]2)[cH:3][cH:4][cH:5][cH:6][cH:7]1. Reactants: ClC=1C(=CC=2C(=NC=3N(C=C(C(C3C2)=O)C(=O)O)C)C1)F (8-chloro-7-fluoro-1-methyl-4-oxo-1,4-dihydro-benzo[b][1,8]naphthyridine-3-carboxylic acid), CC1(NCCNC1)C (2,2-dimethylpiperazine). The solvent is N1=CC=CC=C1 (pyridine), C(C)OCC (diethyl ether). Yields the product CC1(CN(CCN1)C=1C(=CC=2C(=NC=3N(C=C(C(C3C2)=O)C(=O)O)C)C1)F)C (8-(3,3-dimethyl-1-piperazinyl)-7-fluoro-1-methyl-4-oxo-1,4-dihydro-benzo[b][1,8]naphthyridine-3-carboxylic acid). Isolated yield 63.8%. RXN SMILES: Cl[C:2]1[C:3]([F:21])=[CH:4][C:5]2[C:6]([CH:20]=1)=[N:7][C:8]1[N:9]([CH3:19])[CH:10]=[C:11]([C:16]([OH:18])=[O:17])[C:12](=[O:15])[C:13]=1[CH:14]=2.[CH3:22][C:23]1([CH3:29])[CH2:28][NH:27][CH2:26][CH2:25][NH:24]1>N1C=CC=CC=1.C(OCC)C>[CH3:22][C:23]1([CH3:29])[NH:24][CH2:25][CH2:26][N:27]([C:2]2[C:3]([F:21])=[CH:4][C:5]3[C:6]([CH:20]=2)=[N:7][C:8]2[N:9]([CH3:19])[CH:10]=[C:11]([C:16]([OH:18])=[O:17])[C:12](=[O:15])[C:13]=2[CH:14]=3)[CH2:28]1. Procedure details: A suspension of 2 g of 8-chloro-7-fluoro-1-methyl-4-oxo-1,4-dihydro-benzo[b][1,8]naphthyridine-3-carboxylic acid in 7.44 g of 2,2-dimethylpiperazine and 20 cm3 of pyridine is heated at a temperature close to 115° C. for 44 hours. The reaction mixture is concentrated to dryness under reduced pressure (20 kPa) at about 60° C. The residue is taken up in 50 cm3 of ethanol and again concentrated, under reduced pressure, under the above conditions. The solid obtained is taken up in 50 cm3 of diethyl e... Starting materials: C1CC(=O)N(C1=O)Br (NBS), FC1=C2CCNC2=C(C=C1)C(=O)O (4-fluoro-2,3-dihydro-1H-indole-7-carboxylic acid). The solvent is C(Cl)Cl (DCM), CO (MeOH). Reaction conditions: time 8 hour. The product is BrC=1C(=C2CCNC2=C(C1)C(=O)O)F (5-Bromo-4-fluoro-2,3-dihydro-1H-indole-7-carboxylic acid). As a reaction SMILES: C1C(=O)N([Br:8])C(=O)C1.[F:9][C:10]1[CH:18]=[CH:17][C:16]([C:19]([OH:21])=[O:20])=[C:15]2[C:11]=1[CH2:12][CH2:13][NH:14]2>C(Cl)Cl.CO>[Br:8][C:18]1[C:10]([F:9])=[C:11]2[C:15](=[C:16]([C:19]([OH:21])=[O:20])[CH:17]=1)[NH:14][CH2:13][CH2:12]2. Procedure details: NBS (40 mg, 0.23 mmol) was added to a solution of 4-fluoro-2,3-dihydro-1H-indole-7-carboxylic acid (36 mg, 0.14 mmol) in DCM (3 mL) and MeOH (1 mL). The reaction was stirred at room temperature overnight and filtered. The filtrate was evaporated, and the residue was purified by flash chromatography, giving the title compound. The product is C=Cc1cccc(CC(=O)OC)c1C(=O)OC. As a reaction SMILES: [CH2:26]([CH2:27][CH2:39][CH3:40])[Sn:28]([CH2:29][CH2:30][CH2:31][CH3:32])([CH2:33][CH2:34][CH2:35][CH3:36])[CH:37]=[CH2:38].[CH3:1][O:2][C:3]([c:4]1[c:5]([CH2:18][C:19](=[O:20])[O:21][CH3:22])[cH:6][cH:7][cH:8][c:9]1[O:10][S:11]([C:12]([F:13])([F:14])[F:15])(=[O:16])=[O:17])=[O:23].[Cl-:24].[Li+:25].[O:41]1[CH2:42][CH2:43][O:44][CH2:45][CH2:46]1>>[CH3:1][O:2][C:3]([c:4]1[c:5]([CH2:18][C:19](=[O:20])[O:21][CH3:22])[cH:6][cH:7][cH:8][c:9]1[CH:26]=[CH2:27])=[O:23]. Starting materials: C=C[Sn](CCCC)(CCCC)CCCC, COC(=O)Cc1cccc(OS(=O)(=O)C(F)(F)F)c1C(=O)OC, [Cl-], [Li+], C1COCCO1. Reactants: CCO, CO, Cl, O=Cc1ccc(F)cc1F, [K+], [K+], O=C([O-])[O-], NO. Product: ON=Cc1ccc(F)cc1F. RXN SMILES: [CH3:20][CH2:21][OH:22].[CH3:23][OH:24].[ClH:13].[F:1][c:2]1[c:3]([CH:4]=[O:5])[cH:6][cH:7][c:8]([F:10])[cH:9]1.[K+:14].[K+:15].[O-:16][C:17]([O-:18])=[O:19].[OH:11][NH2:12]>>[F:1][c:2]1[c:3]([CH:4]=[N:12][OH:11])[cH:6][cH:7][c:8]([F:10])[cH:9]1.